From a dataset of the Open Reaction Database (ORD), a public repository of structured organic reaction records. describe an organic reaction: reactants, conditions, products, and yield Starting materials: [H-].[Na+] (NaH), CN1C(N(C(C2=C1C(=CN2)C)=O)C)=O (1,3,7-Trimethyl-1H-pyrrolo[3,2-d]pyrimidine-2,4(3H,5H)-dione), BrCC(=O)NC=1SC=C(N1)C1=CC(=C(C(=C1)F)OCC1=CC=C(C=C1)C(F)(F)F)F (2-bromo-N-{4-[3,5-difluoro-4-[4-(trifluoromethyl)benzyloxy)phenyl]-1,3-thiazol-2-yl}acetamide). Run in CN(C)C=O (DMF). Product: CN1C(N(C(C2=C1C=CN2CC(=O)NC=2SC=C(N2)C2=CC(=C(C(=C2)F)OCC2=CC=C(C=C2)C(F)(F)F)F)=O)C)=O (2-(1,3-Dimethyl-2,4-dioxo-1,2,3,4-tetrahydro-5H-pyrrolo[3,2-d]pyrimidin-5-yl)-N-{4-[3,5-difluoro-4-[4-(trifluoromethyl)benzyloxy]phenyl)-1,3-thiazol-2-yl}acetamide), product. As a reaction SMILES: [CH3:1][N:2]1[C:7]2[C:8](C)=[CH:9][NH:10][C:6]=2[C:5](=[O:12])[N:4]([CH3:13])[C:3]1=[O:14].Br[CH2:16][C:17]([NH:19][C:20]1[S:21][CH:22]=[C:23]([C:25]2[CH:30]=[C:29]([F:31])[C:28]([O:32][CH2:33][C:34]3[CH:39]=[CH:38][C:37]([C:40]([F:43])([F:42])[F:41])=[CH:36][CH:35]=3)=[C:27]([F:44])[CH:26]=2)[N:24]=1)=[O:18].[H-].[Na+]>CN(C=O)C>[CH3:1][N:2]1[C:7]2[CH:8]=[CH:9][N:10]([CH2:16][C:17]([NH:19][C:20]3[S:21][CH:22]=[C:23]([C:25]4[CH:26]=[C:27]([F:44])[C:28]([O:32][CH2:33][C:34]5[CH:39]=[CH:38][C:37]([C:40]([F:43])([F:41])[F:42])=[CH:36][CH:35]=5)=[C:29]([F:31])[CH:30]=4)[N:24]=3)=[O:18])[C:6]=2[C:5](=[O:12])[N:4]([CH3:13])[C:3]1=[O:14] |f:2.3|. Reported procedure: The title compound was prepared according to the general procedure (Method A) by coupling Intermediate 1 (33 mg, 0.184 mmol) with 2-bromo-N-{4-[3,5-difluoro-4-[4-(trifluoromethyl)benzyloxy)phenyl]-1,3-thiazol-2-yl}acetamide (112 mg, 0.221 mmol) in the presence of NaH (11 mg, 0.276 mmol) in dry DMF (3.0 mL) to give 25 mg of the product as a white solid; 1H NMR (δ ppm, 300 MHz, DMSO-d6) 3.17 (s, 3H), 3.39 (s, 3H), 5.32 (br s, 4H), 6.22 (s, 1H), 7.35 (s, 1H), 7.70-7.72 (m, 4H), 7.78-7.80 (m, 3H), 1...